Dataset: the Open Reaction Database (ORD), a public repository of structured organic reaction records. Task: describe an organic reaction: reactants, conditions, products, and yield Starting materials: NC1=C2CC(CC2=CC=C1)N(C(CC)=O)CCC (N-(4-amino-indan-2-yl)-N-propylpropionamide), [H-].[Al+3].[Li+].[H-].[H-].[H-] (lithium aluminum hydride), [OH-].[Na+] (sodium hydroxide), O (water), O (water). Solvent: C(C)OCC (diethyl ether), C(C)OCC (diethyl ether). Run at time 10 minute. Product: C(CC)N(C1CC=2C=CC=C(C2C1)N)CCC (N,N-Dipropyl-indan-2,4-diamine). Isolated yield 90.4%. RXN SMILES: [NH2:1][C:2]1[CH:10]=[CH:9][CH:8]=[C:7]2[C:3]=1[CH2:4][CH:5]([N:11]([CH2:16][CH2:17][CH3:18])[C:12](=O)[CH2:13][CH3:14])[CH2:6]2.[H-].[Al+3].[Li+].[H-].[H-].[H-].O.[OH-].[Na+]>C(OCC)C>[CH2:16]([N:11]([CH2:12][CH2:13][CH3:14])[CH:5]1[CH2:4][C:3]2[C:2]([NH2:1])=[CH:10][CH:9]=[CH:8][C:7]=2[CH2:6]1)[CH2:17][CH3:18] |f:1.2.3.4.5.6,8.9|. Procedure details: A solution of N-(4-amino-indan-2-yl)-N-propylpropionamide (0.5 g, 2.0 mmol) in dry diethyl ether (10 mL) was added to a slurry of lithium aluminum hydride (0.2 g, 5.4 mmol) in diethyl ether (50 mL) at ambient temperature. After stirring for 1.5 hours water (0.2 mL) followed by 15% sodium hydroxide (0.2 mL) and water (0.6 mL). After stirring for 10 minutes, the inorganic material was filtered off and the resulting solution was evaporated to yield 0.42 g (90%) of the desired product as an oil.: Reactants: ClCCCl, C1CCOC1, COC1CCC(C(=O)c2sc(N)nc2-c2ccco2)CC1, Cl, O, O, O=C(O)c1ccncc1, On1nnc2ccccc21. Yields the product COC1CCC(C(=O)c2sc(NC(=O)c3ccncc3)nc2-c2ccco2)CC1. Reaction SMILES: [CH2:31]([Cl:32])[CH2:33][Cl:34].[CH2:47]1[O:48][CH2:49][CH2:50][CH2:51]1.[CH3:1][O:2][CH:3]1[CH2:4][CH2:5][CH:6]([C:9](=[O:10])[c:11]2[c:12](-[c:17]3[o:18][cH:19][cH:20][cH:21]3)[n:13][c:14]([NH2:16])[s:15]2)[CH2:7][CH2:8]1.[ClH:35].[OH2:36].[OH2:52].[OH:22][C:23](=[O:24])[c:25]1[cH:26][cH:27][n:28][cH:29][cH:30]1.[OH:37][n:38]1[c:39]2[cH:40][cH:41][cH:42][cH:43][c:44]2[n:45][n:46]1>>[CH3:1][O:2][CH:3]1[CH2:4][CH2:5][CH:6]([C:9](=[O:10])[c:11]2[c:12](-[c:17]3[o:18][cH:19][cH:20][cH:21]3)[n:13][c:14]([NH:16][C:23](=[O:22])[c:25]3[cH:26][cH:27][n:28][cH:29][cH:30]3)[s:15]2)[CH2:7][CH2:8]1.